From a dataset of the Open Reaction Database (ORD), a public repository of structured organic reaction records. describe an organic reaction: reactants, conditions, products, and yield Starting materials: N(N)C1=NC=C(N=C1CCC)C=1C=NC=CC1 (2-hydrazino-3-propyl-5-(3-pyridyl)pyrazine), CC(C(=O)OCC)C(=O)OCC (diethyl methylmalonate). Yields the product CC(C(=O)OCC)C1=NN=C2N1C=C(N=C2CCC)C=2C=NC=CC2 (ethyl rac-α-methyl-8-propyl-6-(3-pyridyl)-s-triazolo[4,3-a]pyrazine-3-acetate). RXN SMILES: [NH:1]([C:3]1[C:8]([CH2:9][CH2:10][CH3:11])=[N:7][C:6]([C:12]2[CH:13]=[N:14][CH:15]=[CH:16][CH:17]=2)=[CH:5][N:4]=1)[NH2:2].[CH3:18][CH:19]([C:25](OCC)=O)[C:20]([O:22][CH2:23][CH3:24])=[O:21]>>[CH3:18][CH:19]([C:25]1[N:4]2[CH:5]=[C:6]([C:12]3[CH:13]=[N:14][CH:15]=[CH:16][CH:17]=3)[N:7]=[C:8]([CH2:9][CH2:10][CH3:11])[C:3]2=[N:1][N:2]=1)[C:20]([O:22][CH2:23][CH3:24])=[O:21]. Reported procedure: In a manner analogous to that described in Example 1, by condensing 2-hydrazino-3-propyl-5-(3-pyridyl)pyrazine with diethyl methylmalonate there is obtained ethyl rac-α-methyl-8-propyl-6-(3-pyridyl)-s-triazolo[4,3-a]pyrazine-3-acetate, MS: 339 (M)+, which by saponification analogously to Example 1 is converted into the above acid which is used directly in the next step. Reactants: O=C1CCC(=O)N1Br, O=C(OOC(=O)c1ccccc1)c1ccccc1, ClC(Cl)(Cl)Cl, COC(=O)n1c(Cl)nc2c(C)cccc21. Yields the product COC(=O)n1c(Cl)nc2c(CBr)cccc21. Reaction SMILES: [Br:16][N:17]1[C:18](=[O:19])[CH2:20][CH2:21][C:22]1=[O:23].[C:24]([O:25][O:26][C:27](=[O:28])[c:29]1[cH:30][cH:31][cH:32][cH:33][cH:34]1)(=[O:35])[c:36]1[cH:37][cH:38][cH:39][cH:40][cH:41]1.[C:42]([Cl:43])([Cl:44])([Cl:45])[Cl:46].[CH3:1][c:2]1[cH:3][cH:4][cH:5][c:6]2[n:7]([C:12](=[O:13])[O:14][CH3:15])[c:8]([Cl:11])[n:9][c:10]12>>[CH2:1]([c:2]1[cH:3][cH:4][cH:5][c:6]2[n:7]([C:12](=[O:13])[O:14][CH3:15])[c:8]([Cl:11])[n:9][c:10]12)[Br:16]. Starting materials: CN(C)C=O, Clc1ccc(CCC(Cl)Cn2ccnc2)cc1, [H-], [Na+], COC(=O)c1ccc(S)cc1. Yields the product COC(=O)c1ccc(SC(CCc2ccc(Cl)cc2)Cn2ccnc2)cc1. As a reaction SMILES: [CH3:31][N:32]([CH3:33])[CH:34]=[O:35].[Cl:14][c:15]1[cH:16][cH:17][c:18]([CH2:21][CH2:22][CH:23]([CH2:24][n:25]2[cH:26][n:27][cH:28][cH:29]2)[Cl:30])[cH:19][cH:20]1.[H-:1].[Na+:2].[SH:3][c:4]1[cH:5][cH:6][c:7]([C:8](=[O:9])[O:10][CH3:11])[cH:12][cH:13]1>>[S:3]([c:4]1[cH:5][cH:6][c:7]([C:8](=[O:9])[O:10][CH3:11])[cH:12][cH:13]1)[CH:23]([CH2:22][CH2:21][c:18]1[cH:17][cH:16][c:15]([Cl:14])[cH:20][cH:19]1)[CH2:24][n:25]1[cH:26][n:27][cH:28][cH:29]1.